This data is from the Open Reaction Database (ORD), a public repository of structured organic reaction records. The task is: describe an organic reaction: reactants, conditions, products, and yield Starting materials: [H-].[Na+] (Sodium hydride), C(C)OC(=O)C1=C(N(C2=CC(=C(C=C12)O)Br)C1CC1)C (6-bromo-1-cyclopropyl-5-hydroxy-2-methyl-1H-indole-3-carboxylic acid ethyl ester), CI (Methyl iodide). Run in O (water), CCOCC (ether), CN(C)C=O (DMF). Conditions: time 20 minute. The product is C(C)OC(=O)C1=C(N(C2=CC(=C(C=C12)OC)Br)C1CC1)C (6-Bromo-1-cyclopropyl-5-methoxy-2-methyl-1H-indole-3-carboxylic acid ethyl ester). Isolated yield 88.1%. As a reaction SMILES: [H-].[Na+].[CH2:3]([O:5][C:6]([C:8]1[C:16]2[C:11](=[CH:12][C:13]([Br:18])=[C:14]([OH:17])[CH:15]=2)[N:10]([CH:19]2[CH2:21][CH2:20]2)[C:9]=1[CH3:22])=[O:7])[CH3:4].[CH3:23]I>CN(C=O)C.O.CCOCC>[CH2:3]([O:5][C:6]([C:8]1[C:16]2[C:11](=[CH:12][C:13]([Br:18])=[C:14]([O:17][CH3:23])[CH:15]=2)[N:10]([CH:19]2[CH2:20][CH2:21]2)[C:9]=1[CH3:22])=[O:7])[CH3:4] |f:0.1|. Procedure: Sodium hydride (60% in mineral oil, 71 mg, 1.8 mmol) is added to a solution of 6-bromo-1-cyclopropyl-5-hydroxy-2-methyl-1H-indole-3-carboxylic acid ethyl ester (200 mg, 0.590 mmol) in DMF (4.0 mL). The mixture is stirred for 20 minutes at room temperature. Methyl iodide (110 μL, 1.77 mmol) is added and the mixture is stirred for 1 h at room temperature. The mixture is diluted with water and ether. The layers are separated. The ether layer is washed with water and brine, dried over MgSO4, and con...